This data is from the Open Reaction Database (ORD), a public repository of structured organic reaction records. The task is: describe an organic reaction: reactants, conditions, products, and yield The reactants are BrC1=C(C=C(C=C1)C(=O)C1=CC=CC=C1)OC ((4-bromo-3-methoxyphenyl)-phenylmethanone), C[Mg]Br (methylmagnesium bromide). Run in C1CCOC1 (THF), C1CCOC1 (THF). Reaction conditions: temperature -78 celsius, time 4 hour. Yields the product BrC1=C(C=C(C=C1)C(C)(O)C1=CC=CC=C1)OC (1-(4-Bromo-3-methoxyphenyl)-1-phenylethanol). As a reaction SMILES: [Br:1][C:2]1[CH:7]=[CH:6][C:5]([C:8]([C:10]2[CH:15]=[CH:14][CH:13]=[CH:12][CH:11]=2)=[O:9])=[CH:4][C:3]=1[O:16][CH3:17].[CH3:18][Mg]Br>C1COCC1>[Br:1][C:2]1[CH:7]=[CH:6][C:5]([C:8]([C:10]2[CH:15]=[CH:14][CH:13]=[CH:12][CH:11]=2)([OH:9])[CH3:18])=[CH:4][C:3]=1[O:16][CH3:17]. Procedure: To a stirred solution of (4-bromo-3-methoxyphenyl)-phenylmethanone (200 mg, 0.687 mmol) in THF (6 mL) was added 1.4 M of methylmagnesium bromide in THF (1.8 mL, 2.5 mmol) slowly at −78° C. The reaction was stirred at −78° C. for 4 h. The reaction was quenched with sat. aq. NaHCO3 at −78° C. The crude material was extracted with DCM and concentrated in vacuo to afford the title compound as a colorless oil which was used for next step without further purification. Reactants: COC=1C=C(CN2CCC(CC2)=O)C=CC1 (1-(3-methoxybenzyl)piperidin-4-one), BrC1=CC=C(C=C1)Cl (1-bromo-4-chlorobenzene), C(CCC)[Li] (n-butyllithium), solution. The solvent is O1CCCC1 (tetrahydrofuran), O1CCCC1 (tetrahydrofuran), hexanes. Reaction conditions: temperature -78 celsius, time 0.5 hour. Product: ClC1=CC=C(C=C1)C1(CCN(CC1)CC1=CC(=CC=C1)OC)O (4-(4-chlorophenyl)-1-(3-methoxybenzyl)piperidin-4-ol). The yield is 53.9%. Reaction SMILES: Br[C:2]1[CH:7]=[CH:6][C:5]([Cl:8])=[CH:4][CH:3]=1.C([Li])CCC.[CH3:14][O:15][C:16]1[CH:17]=[C:18]([CH:27]=[CH:28][CH:29]=1)[CH2:19][N:20]1[CH2:25][CH2:24][C:23](=[O:26])[CH2:22][CH2:21]1>O1CCCC1>[Cl:8][C:5]1[CH:6]=[CH:7][C:2]([C:23]2([OH:26])[CH2:22][CH2:21][N:20]([CH2:19][C:18]3[CH:27]=[CH:28][CH:29]=[C:16]([O:15][CH3:14])[CH:17]=3)[CH2:25][CH2:24]2)=[CH:3][CH:4]=1. Reported procedure: To 1-bromo-4-chlorobenzene (397 mg, 2.07 mmol) in tetrahydrofuran (10 mL), at −78° C., was added n-butyllithium (0.91 mL of a 2.5 M solution in hexanes, 2.3 mmol) dropwise. After 0.5 h, a solution of the ketone (500 mg, 2.28 mmol) from Step B above in tetrahydrofuran (5 mL) was added dropwise. The reaction mixture was stirred at −78° C. for 1.5 h and then warmed to 0° C. After 1 h, the reaction mixture was quenched with saturated ammonium chloride (5 mL) and warmed to ambient temperature. The mi... Reactants: Brc1cnc(OC2CN3CCC2CC3)nc1, CC(C)(C)OC(=O)Nc1ccc(B2OC(C)(C)C(C)(C)O2)cc1. The product is CC(C)(C)OC(=O)Nc1ccc(-c2cnc(OC3CN4CCC3CC4)nc2)cc1. RXN SMILES: [Br:1][c:2]1[cH:3][n:4][c:5]([O:8][CH:9]2[CH2:10][N:11]3[CH2:12][CH2:13][CH:14]2[CH2:15][CH2:16]3)[n:6][cH:7]1.[CH3:17][C:18]1([CH3:19])[C:20]([CH3:21])([CH3:22])[O:23][B:24]([c:25]2[cH:26][cH:27][c:28]([NH:31][C:32]([O:33][C:34]([CH3:35])([CH3:36])[CH3:37])=[O:38])[cH:29][cH:30]2)[O:39]1>>[c:2]1(-[c:25]2[cH:26][cH:27][c:28]([NH:31][C:32]([O:33][C:34]([CH3:35])([CH3:36])[CH3:37])=[O:38])[cH:29][cH:30]2)[cH:3][n:4][c:5]([O:8][CH:9]2[CH2:10][N:11]3[CH2:12][CH2:13][CH:14]2[CH2:15][CH2:16]3)[n:6][cH:7]1. The reactants are CCOC(=O)c1cc(O)c2ccc(Br)cc2c1, BrCc1ccccc1, [K+], [K+], O=C([O-])[O-], CN(C)C=O, O. Product: CCOC(=O)c1cc(OCc2ccccc2)c2ccc(Br)cc2c1. RXN SMILES: [Br:1][c:2]1[cH:3][cH:4][c:5]2[c:6]([OH:17])[cH:7][c:8]([C:12](=[O:13])[O:14][CH2:15][CH3:16])[cH:9][c:10]2[cH:11]1.[Br:24][CH2:25][c:26]1[cH:27][cH:28][cH:29][cH:30][cH:31]1.[K+:18].[K+:19].[O-:20][C:21]([O-:22])=[O:23].[O:33]=[CH:34][N:35]([CH3:36])[CH3:37].[OH2:32]>>[Br:1][c:2]1[cH:3][cH:4][c:5]2[c:6]([O:17][CH2:25][c:26]3[cH:27][cH:28][cH:29][cH:30][cH:31]3)[cH:7][c:8]([C:12](=[O:13])[O:14][CH2:15][CH3:16])[cH:9][c:10]2[cH:11]1.